From a dataset of the Open Reaction Database (ORD), a public repository of structured organic reaction records. describe an organic reaction: reactants, conditions, products, and yield As a reaction SMILES: [C:16]([CH3:17])([CH3:18])([CH3:19])[c:20]1[cH:21][c:22]([C:23](=[O:24])[Cl:25])[cH:26][cH:27][c:28]1[O:29][CH3:30].[CH2:32]1[O:33][CH2:34][CH2:35][CH2:36]1.[OH2:31].[OH:1][c:2]1[cH:3][cH:4][c:5]([CH2:8][OH:9])[cH:6][cH:7]1.[cH:10]1[cH:11][cH:12][n:13][cH:14][cH:15]1>>[OH:1][c:2]1[cH:3][cH:4][c:5]([CH2:8][O:9][C:23]([c:22]2[cH:21][c:20]([C:16]([CH3:17])([CH3:18])[CH3:19])[c:28]([O:29][CH3:30])[cH:27][cH:26]2)=[O:24])[cH:6][cH:7]1. Product: COc1ccc(C(=O)OCc2ccc(O)cc2)cc1C(C)(C)C. Reactants: COc1ccc(C(=O)Cl)cc1C(C)(C)C, C1CCOC1, O, OCc1ccc(O)cc1, c1ccncc1. The reactants are O=Cc1c(Cl)ncnc1Cl, OCCO, Cc1ccc(S(=O)(=O)O)cc1, c1ccccc1. Yields the product Clc1ncnc(Cl)c1C1OCCO1. RXN SMILES: [Cl:1][c:2]1[n:3][cH:4][n:5][c:6]([Cl:10])[c:7]1[CH:8]=[O:9].[OH:11][CH2:12][CH2:13][OH:14].[c:15]1([CH3:16])[cH:17][cH:18][c:19]([S:20]([OH:21])(=[O:22])=[O:23])[cH:24][cH:25]1.[cH:26]1[cH:27][cH:28][cH:29][cH:30][cH:31]1>>[Cl:1][c:2]1[n:3][cH:4][n:5][c:6]([Cl:10])[c:7]1[CH:8]1[O:9][CH2:13][CH2:12][O:11]1.